Dataset: the Open Reaction Database (ORD), a public repository of structured organic reaction records. Task: describe an organic reaction: reactants, conditions, products, and yield Product: ClC1=C(C=C(C=C1F)[C@@H]1NCC[C@H](C1)C1=CC(NO1)=O)F (5-(trans-2-(4-chloro-3,5-difluorophenyl)piperidin-4-yl)isoxazol-3(2H)-one). Reactants: ClC1=C(C=C(C=C1F)[C@@H]1N(CC[C@H](C1)C1=CC(NO1)=O)C(=O)OC)F (Trans-methyl 2-(4-chloro-3,5-difluorophenyl)-4-(3-oxo-2,3-dihydroisoxazol-5-yl)piperidine-1-carboxylate), Br (hydrogen bromide). RXN SMILES: [Cl:1][C:2]1[C:7]([F:8])=[CH:6][C:5]([C@H:9]2[CH2:14][C@H:13]([C:15]3[O:19][NH:18][C:17](=[O:20])[CH:16]=3)[CH2:12][CH2:11][N:10]2C(OC)=O)=[CH:4][C:3]=1[F:25].Br>>[Cl:1][C:2]1[C:7]([F:8])=[CH:6][C:5]([C@H:9]2[CH2:14][C@H:13]([C:15]3[O:19][NH:18][C:17](=[O:20])[CH:16]=3)[CH2:12][CH2:11][NH:10]2)=[CH:4][C:3]=1[F:25]. Isolated yield 19.7%. Procedure: Trans-methyl 2-(4-chloro-3,5-difluorophenyl)-4-(3-oxo-2,3-dihydroisoxazol-5-yl)piperidine-1-carboxylate (157 mg, 0.42 mmol) was dissolved in hydrogen bromide (33% in acetic acid, 3.32 mL, 18.95 mmol) and stirred at room temperature for 16 h. The solvent was evaporated and the residue purified by preparative HPLC (Instrument: FractionLynx II, Mobilphase: gradient 5-95% MeCN in 0.2% NH3, pH 10, Column: Xbridge Prep C18 5 μm OBD 19*150 mm) to yield 5-(trans-2-(4-chloro-3,5-difluorophenyl)piperidin-... Run at time 16 hour. Reactants: N1C(COCC1)CCCO (3-morpholin-propanol), [H-].[Na+] (NaH), O1CCCC1 (tetrahydrofuran), ClC1=NC=C(C=C1)[N+](=O)[O-] (2-chloro-5-nitropyridine), O1CCCC1 (tetrahydrofuran). Run at time 1 hour. The product is N1(CCOCC1)CCCOC1=NC=C(C=C1)[N+](=O)[O-] (2-(3-Morpholin-4-yl-propoxy)-5-nitropyridine). RXN SMILES: [H-].[Na+].[NH:3]1[CH2:8][CH2:7][O:6][CH2:5][CH:4]1CCCO.Cl[C:14]1[CH:19]=[CH:18][C:17]([N+:20]([O-:22])=[O:21])=[CH:16][N:15]=1.[O:23]1C[CH2:26][CH2:25][CH2:24]1>>[N:3]1([CH2:26][CH2:25][CH2:24][O:23][C:14]2[CH:19]=[CH:18][C:17]([N+:20]([O-:22])=[O:21])=[CH:16][N:15]=2)[CH2:4][CH2:5][O:6][CH2:7][CH2:8]1 |f:0.1|. Procedure details: To a cooled (0° C., ice bath) suspension of NaH (0.96 g, 20 mmol) in anhydrous tetrahydrofuran (100 ml) was added 3-morpholin-propanol (2.9 g, 20 mmol) under argon. This solution was stirred for an additional 1 hr. A solution of 2-chloro-5-nitropyridine (3.2 g, 20 mmol) in tetrahydrofuran (20 ml) was added all at once, and the resulting mixture was heated at reflux for 5 hrs under argon. After cooling, the solvent was removed by rotary evaporation, and the residue was dissolved in ethyl acetate.... Starting materials: CN(C(=O)C1=CC2=C(N=C(N=C2)NC2=NC=C(C=C2)N2CCNCC2)N1C1CCCC1)C (7-cyclopentyl-2-(5-piperazin-1-yl-pyridin-2-ylamino)-7H-pyrrolo[2,3-d]pyrimidine-6-carboxylic acid dimethylamide), BrCC(C)C (1-bromo-2-methyl propane). Product: CN(C(=O)C1=CC2=C(N=C(N=C2)NC2=NC=C(C=C2)N2CCN(CC2)CC(C)C)N1C1CCCC1)C (7-cyclopentyl-2-[5-(4-isobutyl-piperazin-1-yl)-pyridin-2-ylamino]-7H-pyrrolo[2,3-d]pyrimidine-6-carboxylic acid dimethylamide). Yield: 39.9%. RXN SMILES: [CH3:1][N:2]([CH3:32])[C:3]([C:5]1[N:26]([CH:27]2[CH2:31][CH2:30][CH2:29][CH2:28]2)[C:8]2[N:9]=[C:10]([NH:13][C:14]3[CH:19]=[CH:18][C:17]([N:20]4[CH2:25][CH2:24][NH:23][CH2:22][CH2:21]4)=[CH:16][N:15]=3)[N:11]=[CH:12][C:7]=2[CH:6]=1)=[O:4].Br[CH2:34][CH:35]([CH3:37])[CH3:36]>>[CH3:1][N:2]([CH3:32])[C:3]([C:5]1[N:26]([CH:27]2[CH2:31][CH2:30][CH2:29][CH2:28]2)[C:8]2[N:9]=[C:10]([NH:13][C:14]3[CH:19]=[CH:18][C:17]([N:20]4[CH2:21][CH2:22][N:23]([CH2:34][CH:35]([CH3:37])[CH3:36])[CH2:24][CH2:25]4)=[CH:16][N:15]=3)[N:11]=[CH:12][C:7]=2[CH:6]=1)=[O:4]. Procedure: Following General Procedure D, 7-cyclopentyl-2-(5-piperazin-1-yl-pyridin-2-ylamino)-7H-pyrrolo[2,3-d]pyrimidine-6-carboxylic acid dimethylamide (100 mg, 0.230 mmol) and 1-bromo-2-methyl propane (94 mg, 0.690 mmol) gave 7-cyclopentyl-2-[5-(4-isobutyl-piperazin-1-yl)-pyridin-2-ylamino]-7H-pyrrolo[2,3-d]pyrimidine-6-carboxylic acid dimethylamide (45 mg, 41%). MS (ESI) m/z 491.3 (M+H)+ The reactants are ice water, Cl (hydrochloric acid), [N-]=[N+]=[N-].[Na+] (sodium azide), [Cl-].[NH4+] (ammonium chloride), C1=C(C=CC2=CC=CC=C12)OCC=1C=C(C#N)C=CC1 (3-(naphthalen-2-yloxymethyl)-benzonitrile). Solvent: CN(C=O)C (dimethylformamide). Reaction conditions: temperature 125 celsius, time 4 hour. The product is C1=C(C=CC2=CC=CC=C12)OCC=1C=C(C=CC1)C1=NN=NN1 (5-(3-(Naphthalen-2-yloxymethyl)-phenyl)-1H-tetrazole). The yield is 92.6%. Reaction SMILES: [N-:1]=[N+:2]=[N-:3].[Na+].[Cl-].[NH4+].[CH:7]1[C:16]2[C:11](=[CH:12][CH:13]=[CH:14][CH:15]=2)[CH:10]=[CH:9][C:8]=1[O:17][CH2:18][C:19]1[CH:20]=[C:21]([CH:24]=[CH:25][CH:26]=1)[C:22]#[N:23].Cl>CN(C)C=O>[CH:7]1[C:16]2[C:11](=[CH:12][CH:13]=[CH:14][CH:15]=2)[CH:10]=[CH:9][C:8]=1[O:17][CH2:18][C:19]1[CH:20]=[C:21]([C:22]2[NH:23][N:3]=[N:2][N:1]=2)[CH:24]=[CH:25][CH:26]=1 |f:0.1,2.3|. Procedure: To a mixture of sodium azide (1.46 g, 22.5 mmol) and ammonium chloride (1.28 g, 24.0 mmol) in dry dimethylformamide (20 mL) under an atmosphere of nitrogen, 3-(naphthalen-2-yloxymethyl)-benzonitrile (3.9 g, 15 mmol) was added and the reaction mixture was stirred at 125° C. for 4 hours. The cooled reaction mixture was poured on to ice water (300 mL) and acidified to pH=1 with 1 N hydrochloric acid. The precipitate was filtered off and washed with water, dried at 100° C. for 4 hours affording 4.2 ... Starting materials: O=C([O-])[O-], CN(C)C=O, COC(=O)c1ccc2c(C3CCCCC3)c3n(c2c1)CCOc1cc(O)ccc1-3, [K+], [K+], O, Cc1ccc(S(=O)(=O)OC2CCCN(C(=O)OC(C)(C)C)C2)cc1. The product is COC(=O)c1ccc2c(C3CCCCC3)c3n(c2c1)CCOc1cc(OC2CCCN(C(=O)OC(C)(C)C)C2)ccc1-3. Reaction SMILES: [C:54](=[O:55])([O-:56])[O-:57].[CH3:61][N:62]([CH3:63])[CH:64]=[O:65].[CH:1]1([c:7]2[c:8]3[c:9]([n:10]4[c:16]2-[c:15]2[c:14]([cH:20][c:19]([OH:21])[cH:18][cH:17]2)[O:13][CH2:12][CH2:11]4)[cH:22][c:23]([C:26](=[O:27])[O:28][CH3:29])[cH:24][cH:25]3)[CH2:2][CH2:3][CH2:4][CH2:5][CH2:6]1.[K+:58].[K+:59].[OH2:60].[c:30]1([CH3:31])[cH:32][cH:33][c:34]([S:35]([O:36][CH:40]2[CH2:41][N:42]([C:46](=[O:47])[O:48][C:49]([CH3:50])([CH3:51])[CH3:52])[CH2:43][CH2:44][CH2:45]2)(=[O:37])=[O:38])[cH:39][cH:53]1>>[CH:1]1([c:7]2[c:8]3[c:9]([n:10]4[c:16]2-[c:15]2[c:14]([cH:20][c:19]([O:21][CH:40]5[CH2:41][N:42]([C:46](=[O:47])[O:48][C:49]([CH3:50])([CH3:51])[CH3:52])[CH2:43][CH2:44][CH2:45]5)[cH:18][cH:17]2)[O:13][CH2:12][CH2:11]4)[cH:22][c:23]([C:26](=[O:27])[O:28][CH3:29])[cH:24][cH:25]3)[CH2:2][CH2:3][CH2:4][CH2:5][CH2:6]1.